Dataset: the Open Reaction Database (ORD), a public repository of structured organic reaction records. Task: describe an organic reaction: reactants, conditions, products, and yield Reactants: ClC=1C(=CN2C(C(=CC(=C2C1C)C1CC1)C(=O)OC)=O)C (methyl 8-chloro-1-cyclopropyl-7,9-dimethyl-4-oxo-4H-quinolizine-3-carboxylate), N1N=CC2=CC(=CC=C12)B1OC(C)(C)C(C)(C)O1 (1H-Indazole-5-boronic acid pinacol ester). Product: N1N=CC2=CC(=CC=C12)C=1C(=CN2C(C(=CC(=C2C1C)C1CC1)C(=O)OC)=O)C (methyl 8-(1H-indazol-5-yl)-1-cyclopropyl-7,9-dimethyl-4-oxo-4H-quinolizine-3-carboxylate). The yield is 45.5%. RXN SMILES: Cl[C:2]1[C:3]([CH3:21])=[CH:4][N:5]2[C:10]([C:11]=1[CH3:12])=[C:9]([CH:13]1[CH2:15][CH2:14]1)[CH:8]=[C:7]([C:16]([O:18][CH3:19])=[O:17])[C:6]2=[O:20].[NH:22]1[C:30]2[C:25](=[CH:26][C:27](B3OC(C)(C)C(C)(C)O3)=[CH:28][CH:29]=2)[CH:24]=[N:23]1>>[NH:22]1[C:30]2[C:25](=[CH:26][C:27]([C:2]3[C:3]([CH3:21])=[CH:4][N:5]4[C:10]([C:11]=3[CH3:12])=[C:9]([CH:13]3[CH2:15][CH2:14]3)[CH:8]=[C:7]([C:16]([O:18][CH3:19])=[O:17])[C:6]4=[O:20])=[CH:28][CH:29]=2)[CH:24]=[N:23]1. Reported procedure: Methyl 8-(1H-indazol-5-yl)-1-cyclopropyl-7,9-dimethyl-4-oxo-4H-quinolizine-3-carboxylate was prepared according to General Procedure A from methyl 8-chloro-1-cyclopropyl-7,9-dimethyl-4-oxo-4H-quinolizine-3-carboxylate (50 mg, 0.17 mmol), and 1H-Indazole-5-boronic acid pinacol ester (48 mg, 0.19 mmol). Purification by flash silica column chromatography (DCM:MeOH) (1:0 to 9:1) afforded the title compound as a yellow solid (30 mg, 45%).